Dataset: the Open Reaction Database (ORD), a public repository of structured organic reaction records. Task: describe an organic reaction: reactants, conditions, products, and yield Starting materials: CCOC(=O)c1c(Cl)c2cc(B(O)O)ccc2n1-c1ccc(OC2CCCC2)cc1, C1CCOC1, CCOCC, C1CCC(P(C2CCCCC2)C2CCCCC2)CC1, O=S(=O)(Oc1ccc(Cl)cn1)C(F)(F)F, [K+], [K+], [K+], CC(=O)[O-], CC(=O)[O-], O=P([O-])([O-])[O-], [Pd+2]. Yields the product CCOC(=O)c1c(Cl)c2cc(-c3ccc(Cl)cn3)ccc2n1-c1ccc(OC2CCCC2)cc1. Reaction SMILES: [CH2:1]([CH3:2])[O:3][C:4](=[O:5])[c:6]1[n:7](-[c:19]2[cH:20][cH:21][c:22]([O:25][CH:26]3[CH2:27][CH2:28][CH2:29][CH2:30]3)[cH:23][cH:24]2)[c:8]2[cH:9][cH:10][c:11]([B:16]([OH:17])[OH:18])[cH:12][c:13]2[c:14]1[Cl:15].[CH2:73]1[O:74][CH2:75][CH2:76][CH2:77]1.[CH3:78][CH2:79][O:80][CH2:81][CH3:82].[CH:54]1([P:55]([CH:56]2[CH2:57][CH2:58][CH2:59][CH2:60][CH2:61]2)[CH:62]2[CH2:63][CH2:64][CH2:65][CH2:66][CH2:67]2)[CH2:68][CH2:69][CH2:70][CH2:71][CH2:72]1.[Cl:31][c:32]1[cH:33][cH:34][c:35]([O:38][S:39]([C:40]([F:41])([F:42])[F:43])(=[O:44])=[O:45])[n:36][cH:37]1.[K+:51].[K+:52].[K+:53].[O-:84][C:85]([CH3:86])=[O:87].[O-:88][C:89]([CH3:90])=[O:91].[P:46]([O-:47])([O-:48])([O-:49])=[O:50].[Pd+2:83]>>[CH2:1]([CH3:2])[O:3][C:4](=[O:5])[c:6]1[n:7](-[c:19]2[cH:20][cH:21][c:22]([O:25][CH:26]3[CH2:27][CH2:28][CH2:29][CH2:30]3)[cH:23][cH:24]2)[c:8]2[cH:9][cH:10][c:11](-[c:35]3[cH:34][cH:33][c:32]([Cl:31])[cH:37][n:36]3)[cH:12][c:13]2[c:14]1[Cl:15]. Reactants: BrC=CCCCCCCCCC (1-bromoundecene), CCOCC (Et2O), O1C(=CC=C1)C(=O)C=CCCCCCCCCC (2-Furyl-n-undecenylketone), [Mg] (Magnesium), halide, Weinreb amide, CCOCC (Et2O). Run at time 3 hour. Product: O1C(=CC=C1)C(=O)C=1OC=CC1 (furyl ketone). RXN SMILES: [O:1]1[CH:5]=[CH:4][CH:3]=[C:2]1[C:6]([CH:8]=[CH:9][CH2:10][CH2:11]CCCCCCC)=[O:7].[Mg].BrC=CCCCCCCCCC.CC[O:34]CC>>[O:34]1[CH:11]=[CH:10][CH:9]=[C:8]1[C:6]([C:2]1[O:1][CH:5]=[CH:4][CH:3]=1)=[O:7]. Procedure: Preparation of 2-Furyl-n-undecenylketone (R=n-C9H18CH═CH2)—Magnesium turnings (2.0 g, 83.3 mmol) were covered with anhydrous Et2O (10 mL) and a solution of 1-bromoundecene (5.0 mL, 23.0 mmol) in anhydrous Et2O (15 mL) was added in small aliquots until the reaction begins. The remaining halide solution was added dropwise, then heated to reflux (1 hour), allowed to cool to rt and then added to a cooled solution of the Weinreb amide (2.82 g, 18.2 mmol in 15 mL anhydrous Et2O, 0° C.) via cannula. Th...